From a dataset of the Open Reaction Database (ORD), a public repository of structured organic reaction records. describe an organic reaction: reactants, conditions, products, and yield Reactants: C(C)(C)NC(C)C (diisopropylamine), [OH-].[Na+] (NaOH), ClC1=NC(=NC(=N1)Cl)N1C(CC2(CC1(C)C)OCCO2)(C)C (2,4-Dichloro-6-(4,4-ethylenedioxy-2,2,6,6-tetramethylpiperidin-1yl)-1,3,5-triazine). Solvent: O (water), C1(=CC=CC=C1)C (toluene). Conditions: time 24 hour. Product: ClC1=NC(=NC(=N1)N(C(C)C)C(C)C)N1C(CC2(CC1(C)C)OCCO2)(C)C (2-Chloro-4-diisopropylamino-6-(4,4-ethylenedioxy-2,2,6,6-tetramethylpiperidin-1-yl)-1,3,5-triazine). RXN SMILES: [CH:1]([NH:4][CH:5]([CH3:7])[CH3:6])([CH3:3])[CH3:2].[Cl:8][C:9]1[N:14]=[C:13](Cl)[N:12]=[C:11]([N:16]2[C:21]([CH3:23])([CH3:22])[CH2:20][C:19]3([O:27][CH2:26][CH2:25][O:24]3)[CH2:18][C:17]2([CH3:29])[CH3:28])[N:10]=1.[OH-].[Na+]>C1(C)C=CC=CC=1.O>[Cl:8][C:9]1[N:14]=[C:13]([N:4]([CH:5]([CH3:7])[CH3:6])[CH:1]([CH3:3])[CH3:2])[N:12]=[C:11]([N:16]2[C:21]([CH3:23])([CH3:22])[CH2:20][C:19]3([O:27][CH2:26][CH2:25][O:24]3)[CH2:18][C:17]2([CH3:29])[CH3:28])[N:10]=1 |f:2.3|. Reported procedure: 26.1 g (258 mmol) of diisopropylamine are added with stirring to a solution of 29.9 g (86 mmol) of the product from Example 17 in 100 ml of toluene. The mixture is heated to reflux and kept at this temperature for 24 hours. After cooling, a solution of 4.1 g of NaOH in 21 ml of water is added. The solid product is filtered off and recrystallized from 25 ml of toluene. A yellowish powder which melts at 179°-184° is obtained. The reactants are C1CCOC1, CC#N, [Li]CCCC, CCOC(=O)C1CCCCC12OCCO2. Yields the product N#CCC(=O)C1CCCCC12OCCO2. As a reaction SMILES: [CH2:24]1[O:25][CH2:26][CH2:27][CH2:28]1.[CH3:1][C:2]#[N:3].[CH3:4][CH2:5][CH2:6][CH2:7][Li:8].[O:9]1[CH2:10][CH2:11][O:12][C:13]12[CH:14]([C:19](=[O:20])[O:21][CH2:22][CH3:23])[CH2:15][CH2:16][CH2:17][CH2:18]2>>[CH2:1]([C:2]#[N:3])[C:19]([CH:14]1[C:13]2([O:9][CH2:10][CH2:11][O:12]2)[CH2:18][CH2:17][CH2:16][CH2:15]1)=[O:20]. The reactants are [OH-].[Na+] (NaOH), C(=O)C1=C(NC2=CC=CC=C12)CC(=O)OCC (Ethyl (3-formylindolyl)acetate), O (Water). Solvent: O1CCOCC1 (1,4-dioxane). Run at time 4 day. The product is C(=O)C1=C(NC2=CC=CC=C12)CC(=O)O ((3-formylindolyl)acetic acid). Yield: 73.7%. Reaction SMILES: [CH:1]([C:3]1[C:11]2[C:6](=[CH:7][CH:8]=[CH:9][CH:10]=2)[NH:5][C:4]=1[CH2:12][C:13]([O:15]CC)=[O:14])=[O:2].[OH-].[Na+].O>O1CCOCC1>[CH:1]([C:3]1[C:11]2[C:6](=[CH:7][CH:8]=[CH:9][CH:10]=2)[NH:5][C:4]=1[CH2:12][C:13]([OH:15])=[O:14])=[O:2] |f:1.2|. Procedure details: Ethyl (3-formylindolyl)acetate (15.9 g) was dissolved in 1,4-dioxane (100 ml) and added 36% aq. NaOH (10 ml). The resulting mixture was stirred at room temperature for 4 days. Water (500 ml) was added and the mixture was washed with diethyl ether (150 ml). The aqueous phase was made acidic with 5N HCl and extracted with ethyl acetate (250+150 ml). The combined organic extracts were dried (MgSO4) and evaporated in vacuo to afford 10.3 g (73% over two steps) of (3-formylindolyl)acetic acid. Starting materials: CC=1SC(=C2C1CCC=C2C=2N=CN(C2)C(C2=CC=CC=C2)(C2=CC=CC=C2)C2=CC=CC=C2)C (4-(1,3-Dimethyl-6,7-dihydrobenzo[c]thiophen-4-yl)-1-tritylimidazole), C(=O)O (formic acid). The product is CC=1SC(=C2C1CCC=C2C=2N=CNC2)C (4-(1,3-dimethyl-6,7-dihydrobenzo[c]thiophene-4-yl)-1H-imidazole). The yield is 81.4%. Reaction SMILES: [CH3:1][C:2]1[S:3][C:4]([CH3:35])=[C:5]2[C:10]([C:11]3[N:12]=[CH:13][N:14](C(C4C=CC=CC=4)(C4C=CC=CC=4)C4C=CC=CC=4)[CH:15]=3)=[CH:9][CH2:8][CH2:7][C:6]=12.C(O)=O>>[CH3:1][C:2]1[S:3][C:4]([CH3:35])=[C:5]2[C:10]([C:11]3[N:12]=[CH:13][NH:14][CH:15]=3)=[CH:9][CH2:8][CH2:7][C:6]=12. Procedure details: Ethyl magnesium bromide (15.5 mL, 15.5 mmol) was added slowly to a solution of 4-iodo-1-tritylimidazole (4.8 g, 11.1 mmol, prepared as described by Turner and Lindel, J. Org. Chem. 1991, 56, 5739-5740) in methylene chloride (100 mL), and stirred at room temperature. After 30 min a solution of 1,3-dimethyl-4-keto-4,5,6,7-tetrahydrobenzo[c]thiophene (2 g, 11.1 mmol, prepared as described by Cagnaiant, et. al. Bull. Soc. Chim. France, 1970, 322-331) in methylene chloride (10 mL) was added slowly an... Starting materials: CCN(C(C)C)C(C)C (DIPEA), ClC=1C(=NC(=NC1)NC1=C(C=C(C(=C1)[N+](=O)[O-])F)OC)C=1C=NN2C1C=CC=C2 (5-chloro-N-(4-fluoro-2-methoxy-5-nitrophenyl)-4-pyrazolo[1,5-a]pyridin-3-ylpyrimidin-2-amine), ClC=1C(=NC(=NC1)NC1=C(C=C(C(=C1)[N+](=O)[O-])F)OC)C=1C=NN2C1C=CC=C2 (5-chloro-N-(4-fluoro-2-methoxy-5-nitrophenyl)-4-pyrazolo[1,5-a]pyridin-3-ylpyrimidin-2-amine), CN(C(CN1CCNCC1)=O)C (N,N-dimethyl-2-piperazin-1-ylacetamide). Solvent: FC(CO)(F)F (2,2,2-trifluoroethanol). Conditions: temperature 140 celsius. The product is ClC=1C(=NC(=NC1)NC1=CC(=C(C=C1OC)N1CCN(CC1)CC(=O)N(C)C)[N+](=O)[O-])C=1C=NN2C1C=CC=C2 (2-(4-{4-[(5-Chloro-4-pyrazolo[1,5-a]pyridin-3-ylpyrimidin-2-yl)amino]-5-methoxy-2-nitrophenyl}piperazin-1-yl)-N,N-dimethylacetamide). Yield: 82.7%. RXN SMILES: CCN(C(C)C)C(C)C.[Cl:10][C:11]1[C:12]([C:30]2[CH:31]=[N:32][N:33]3[CH:38]=[CH:37][CH:36]=[CH:35][C:34]=23)=[N:13][C:14]([NH:17][C:18]2[CH:23]=[C:22]([N+:24]([O-:26])=[O:25])[C:21](F)=[CH:20][C:19]=2[O:28][CH3:29])=[N:15][CH:16]=1.[CH3:39][N:40]([CH3:50])[C:41](=[O:49])[CH2:42][N:43]1[CH2:48][CH2:47][NH:46][CH2:45][CH2:44]1>FC(F)(F)CO>[Cl:10][C:11]1[C:12]([C:30]2[CH:31]=[N:32][N:33]3[CH:38]=[CH:37][CH:36]=[CH:35][C:34]=23)=[N:13][C:14]([NH:17][C:18]2[C:19]([O:28][CH3:29])=[CH:20][C:21]([N:46]3[CH2:45][CH2:44][N:43]([CH2:42][C:41]([N:40]([CH3:50])[CH3:39])=[O:49])[CH2:48][CH2:47]3)=[C:22]([N+:24]([O-:26])=[O:25])[CH:23]=2)=[N:15][CH:16]=1. Reported procedure: DIPEA (0.105 mL, 0.60 mmol) was added to a mixture of 5-chloro-N-(4-fluoro-2-methoxy-5-nitrophenyl)-4-pyrazolo[1,5-a]pyridin-3-ylpyrimidin-2-amine (Intermediate 20, 207 mg, 0.5 mmol) and N,N-dimethyl-2-piperazin-1-ylacetamide (86 mg, 0.50 mmol) in 2,2,2-trifluoroethanol (2.5 mL). The mixture was heated in a microwave at 140° C. for 1 h then cooled to r.t. The mixture was purified directly by ion exchange chromatography, using an SCX column and eluting with 7M methanolic ammonia to provide crude ...